Dataset: the Open Reaction Database (ORD), a public repository of structured organic reaction records. Task: describe an organic reaction: reactants, conditions, products, and yield Starting materials: C1(=CC=CC=C1)CCCN(C(C(F)(F)F)=O)CC1CCN(CC1)C(=O)OC(C)(C)C (N-(3-phenylpropan-1-yl)-N-[1-tert-butoxycarbonylpiperidin-4-ylmethyl]trifluoroacetamide), Cl (hydrochloric acid), crude product, [OH-].[Na+] (sodium hydroxide). The solvent is C(C)O (ethanol), C(C)O (ethanol). Run at time 20 hour. The product is C1(=CC=CC=C1)CCCNCC1CCNCC1 (4-[(3-phenylpropan-1-yl)aminomethyl]-piperidine). Reaction SMILES: [C:1]1([CH2:7][CH2:8][CH2:9][N:10]([CH2:17][CH:18]2[CH2:23][CH2:22][N:21](C(OC(C)(C)C)=O)[CH2:20][CH2:19]2)C(=O)C(F)(F)F)[CH:6]=[CH:5][CH:4]=[CH:3][CH:2]=1.Cl.[OH-].[Na+]>C(O)C>[C:1]1([CH2:7][CH2:8][CH2:9][NH:10][CH2:17][CH:18]2[CH2:23][CH2:22][NH:21][CH2:20][CH2:19]2)[CH:2]=[CH:3][CH:4]=[CH:5][CH:6]=1 |f:2.3|. Procedure details: To a solution of 1.49 g (3.48 mM) of N-(3-phenylpropan-1-yl)-N-[1-tert-butoxycarbonylpiperidin-4-ylmethyl]trifluoroacetamide in ethanol (10 ml) was added 1.0 ml (12 mM) of 12N-hydrochloric acid at room temperature and the mixture was stirred for 20 hours. The solvent was then distilled off under reduced pressure and 3 ml (36 mM) of 12N-hydrochloric acid was added to the residue. This mixture was stirred at room temperature for 20 minutes. To this reaction mixture was added ethanol and the solven...